This data is from the Open Reaction Database (ORD), a public repository of structured organic reaction records. The task is: describe an organic reaction: reactants, conditions, products, and yield Reactants: N1C=CC2=CC=CC=C12 (indole), [S-]C#N.[NH4+] (ammonium thiocyanate), OOS(=O)[O-].[K+] (oxone). The solvent is CO (methanol). Conditions: time 8 hour. Yields the product N(=C=S)C1=CNC2=CC=CC=C12 (3-isothiocyanato-1H-indole). The yield is 73.8%. RXN SMILES: [NH:1]1[C:9]2[C:4](=[CH:5][CH:6]=[CH:7][CH:8]=2)[CH:3]=[CH:2]1.[S-:10][C:11]#[N:12].[NH4+].OOS([O-])=O.[K+]>CO>[N:12]([C:3]1[C:4]2[C:9](=[CH:8][CH:7]=[CH:6][CH:5]=2)[NH:1][CH:2]=1)=[C:11]=[S:10] |f:1.2,3.4|. Procedure details: A solution of indole (2.0 g, 17.1 mmol) and ammonium thiocyanate (1.95 g, 25.6 mmol) in methanol (150 mL) was treated with oxone (15.7 g, 25.6 mmol) and allowed to stir at RT for overnight till TLC showed all starting material consumed. The reaction solution was evaporated in vacuum. The residue was purified by chromatography on silica gel (EtOAc:PE=5/95) to afford 2.2 g of 3-isothiocyanato-1H-indole as yellow solid (yield: 73%). MS obsd. (ESI+) [(M+H)+] 175.1, 1H NMR: (400 MHz, CDCl3) δ ppm: 8....